Dataset: the Open Reaction Database (ORD), a public repository of structured organic reaction records. Task: describe an organic reaction: reactants, conditions, products, and yield Starting materials: C([O-])([O-])=O.[K+].[K+] (Potassium carbonate), N1CCOCC1 (morpholine), BrCC1=CC=C(C(=O)O)C=C1 (4-bromomethylbenzoic acid). Run in C(C)#N (acetonitrile). Reaction conditions: time 1 hour. The product is O1CCN(CC1)CC1=CC=C(C(=O)OC)C=C1 (methyl 4-(morpholinomethyl)benzoate). As a reaction SMILES: Br[CH2:2][C:3]1[CH:11]=[CH:10][C:6]([C:7]([OH:9])=[O:8])=[CH:5][CH:4]=1.[C:12](=O)([O-])[O-].[K+].[K+].[NH:18]1[CH2:23][CH2:22][O:21][CH2:20][CH2:19]1>C(#N)C>[O:21]1[CH2:22][CH2:23][N:18]([CH2:2][C:3]2[CH:11]=[CH:10][C:6]([C:7]([O:9][CH3:12])=[O:8])=[CH:5][CH:4]=2)[CH2:19][CH2:20]1 |f:1.2.3|. Reported procedure: Commercially available 4-bromomethylbenzoic acid (300 mg) was dissolved in acetonitrile (10 ml). Potassium carbonate (30 mg) and morpholine (130 μl) were added to the solution, and the mixture was stirred at room temperature for one hr. The reaction layer was subjected to separation with chloroform and a saturated aqueous sodium hydrogencarbonate solution. The organic layer was then concentrated to give methyl 4-(morpholinomethyl)benzoate. Methanol (1 ml), water (150 μl), and potassium hydroxide... Reactants: CCO, Cl, [Na+], C1CCOC1, [OH-], CCOC(=O)CCc1cn(Cc2ccc(OCc3coc(-c4ccccc4)n3)cc2)cc1-c1ccccc1. Product: O=C(O)CCc1cn(Cc2ccc(OCc3coc(-c4ccccc4)n3)cc2)cc1-c1ccccc1. As a reaction SMILES: [CH3:47][CH2:48][OH:49].[ClH:46].[Na+:40].[O:41]1[CH2:42][CH2:43][CH2:44][CH2:45]1.[OH-:39].[c:1]1(-[c:7]2[c:8]([CH2:32][CH2:33][C:34](=[O:35])[O:36][CH2:37][CH3:38])[cH:9][n:10]([CH2:12][c:13]3[cH:14][cH:15][c:16]([O:19][CH2:20][c:21]4[n:22][c:23](-[c:26]5[cH:27][cH:28][cH:29][cH:30][cH:31]5)[o:24][cH:25]4)[cH:17][cH:18]3)[cH:11]2)[cH:2][cH:3][cH:4][cH:5][cH:6]1>>[c:1]1(-[c:7]2[c:8]([CH2:32][CH2:33][C:34](=[O:35])[OH:36])[cH:9][n:10]([CH2:12][c:13]3[cH:14][cH:15][c:16]([O:19][CH2:20][c:21]4[n:22][c:23](-[c:26]5[cH:27][cH:28][cH:29][cH:30][cH:31]5)[o:24][cH:25]4)[cH:17][cH:18]3)[cH:11]2)[cH:2][cH:3][cH:4][cH:5][cH:6]1. Reactants: N1=C(C=CC=C1)CNC(=O)C1=CC=C(C=C1)CCC(=O)OC (methyl 3-[4-(2-pyridylmethylcarbamoyl)phenyl]propionate), [OH-].[Na+] (sodium hydroxide). The solvent is CO (methanol). Reaction conditions: temperature 50 celsius, time 5 hour. Yields the product N1=C(C=CC=C1)CNC(=O)C1=CC=C(C=C1)CCC(=O)O (3-[4-(2-pyridylmethylcarbamoyl)phenyl]propionic acid). The yield is 80.2%. RXN SMILES: [N:1]1[CH:6]=[CH:5][CH:4]=[CH:3][C:2]=1[CH2:7][NH:8][C:9]([C:11]1[CH:16]=[CH:15][C:14]([CH2:17][CH2:18][C:19]([O:21]C)=[O:20])=[CH:13][CH:12]=1)=[O:10].[OH-].[Na+]>CO>[N:1]1[CH:6]=[CH:5][CH:4]=[CH:3][C:2]=1[CH2:7][NH:8][C:9]([C:11]1[CH:12]=[CH:13][C:14]([CH2:17][CH2:18][C:19]([OH:21])=[O:20])=[CH:15][CH:16]=1)=[O:10] |f:1.2|. Reported procedure: To a solution of methyl 3-[4-(2-pyridylmethylcarbamoyl)phenyl]propionate (212 mg) in methanol was added 1N sodium hydroxide solution (1 ml), and the mixture was stirred for 5 hours at 50° C. The mixture was concentrated in vacuo, and the residue was dissolved in water and was adjusted to pH 6 with 1N hydrochloric acid. The resulting precipitate was collected by filtration to give 3-[4-(2-pyridylmethylcarbamoyl)phenyl]propionic acid (162 mg). Reactants: ClC1=NC=CC=C1O (2-chloro-3-hydroxypyridine), FC=1C=NC=C(C1)O (3-fluoro-5-hydroxypyridine), NC=1C=NC=C(C1)OCC1=CC=CC=C1 (3-amino-5-benzyloxypyridine), C(=O)(OC(C)(C)C)[C@H]1N(CC1)CO (Boc-(S)-hydroxymethylazetidine). Product: ClC1=NC=CC=C1OC[C@@H]1N(CC1)C(=O)OC(C)(C)C (2-Chloro-3-(1-Boc-2-(R)-azetidinylmethoxy)pyridine), oil. The yield is 93.0%. RXN SMILES: N[C:2]1[CH:3]=[N:4][CH:5]=[C:6](OCC2C=CC=CC=2)[CH:7]=1.C([C@@H]1CCN1CO)([O:18][C:19]([CH3:22])([CH3:21])[CH3:20])=O.[Cl:29][C:30]1[C:35]([OH:36])=[CH:34][CH:33]=[CH:32][N:31]=1.FC1C=NC=C([OH:44])C=1>>[Cl:29][C:30]1[C:35]([O:36][CH2:6][C@H:7]2[CH2:2][CH2:3][N:4]2[C:5]([O:18][C:19]([CH3:22])([CH3:21])[CH3:20])=[O:44])=[CH:34][CH:33]=[CH:32][N:31]=1. Procedure details: The procedures of examples 10c and 10d were used, substituting Boc-(R)-hydroxymethylazetidine for the Boc-(S)-hydroxymethylazetidine used in step 10c, and 2-chloro-3-hydroxypyridine for 3-fluoro-5-hydroxypyridine in step 10d. The title compound was obtained as an oil (535 mg, 93%): 1H NMR (CDCl3, 300 MHz) δ 1.40 (s, 9H), 2.40 (m, 2H), 3.90-4.00(m, 2H), 4.16 (m, 1H), 4.55 (m, 2H), 7.20 (m, 1H), 7.35 (m, 1H), 8.00 (m, 1H); MS (CI/NH3) m/z: 299 (M+H)+. Starting materials: N1(CCSCC1)C(=O)OC(C)(C)C (tert-butyl thiomorpholine-4-carboxylate), CO (MeOH), NaIO4. Solvent: O (H2O). Reaction conditions: temperature 0 celsius, time 3 day. Yields the product C(C)(C)(C)OC(=O)N1CCSC(C1)=O (N-tert-butoxycarbonyl-5-oxo-4-thiapiperidine). The yield is 97.0%. As a reaction SMILES: [N:1]1([C:7]([O:9][C:10]([CH3:13])([CH3:12])[CH3:11])=[O:8])[CH2:6][CH2:5][S:4][CH2:3][CH2:2]1.C[OH:15]>O>[C:10]([O:9][C:7]([N:1]1[CH2:2][C:3](=[O:15])[S:4][CH2:5][CH2:6]1)=[O:8])([CH3:13])([CH3:12])[CH3:11]. Procedure details: A mechanically-stirred mixture of tert-butyl thiomorpholine-4-carboxylate (243 g, 1.19 mol), MeOH (1.5 L), and H2O (1.5 L) was cooled to 0° C. Solid NaIO4 (280 g, 1.3 mol) was added in portions over a 2 hour period. For convenience, the suspension was stirred for 3 days at room temperature. The solids were filtered, washing with MeOH (3×500 mL). The filtrate was concentrated. Residual water was saturated with solid NaCl, and the aqueous phase was extracted with EtOAc (4×200 mL). The combined org... The reactants are C(=O)(O)CC1=CC(=C(C(=O)OC)C=C1)OC (methyl 4-carboxymethyl-2-methoxy-benzoate), S(=O)(=O)(Cl)Cl (sulfuryl chloride). Solvent: C(C)(=O)O (acetic acid). Product: ClC=1C(=CC(=C(C(=O)OC)C1)OC)CC(=O)O (methyl 5-chloro-4-carboxymethyl-2-methoxy-benzoate). Reaction SMILES: [C:1]([CH2:4][C:5]1[CH:14]=[CH:13][C:8]([C:9]([O:11][CH3:12])=[O:10])=[C:7]([O:15][CH3:16])[CH:6]=1)([OH:3])=[O:2].S(Cl)([Cl:20])(=O)=O>C(O)(=O)C>[Cl:20][C:14]1[C:5]([CH2:4][C:1]([OH:3])=[O:2])=[CH:6][C:7]([O:15][CH3:16])=[C:8]([CH:13]=1)[C:9]([O:11][CH3:12])=[O:10]. Procedure: To 300 mg of methyl 4-carboxymethyl-2-methoxy-benzoate from preparation 1 placed in 6 mL of acetic acid, are added 110 μL of sulfuryl chloride (1 equivalent). The whole is refluxed for 6 hours. After evaporation of the solvent, the reaction crude product is purified on silica gel (petroleum ether/ethyl acetate: 80/20 then 60/40) leading to 165 mg of the desired compound.